From a dataset of the Open Reaction Database (ORD), a public repository of structured organic reaction records. describe an organic reaction: reactants, conditions, products, and yield The reactants are C(C)(C)(C)OC(N[C@@H](CC)C(O)C1=NC(=NO1)CC)=O ({(S)-1-[(3-ethyl-1,2,4-oxadiazol-5-yl)-hydroxy-methyl]-propyl}-carbamic acid tert-butyl ester), FC(C(=O)O)(F)F (trifluoroacetic acid). Run in C1(=CC=CC=C1)C (toluene), ClCCl (dichloromethane). Run at time 1 hour. The product is NC([C@H](O)C1=NC(=NO1)CC)CC ((S)-2-amino-1-(3-ethyl-1,2,4-oxadiazol-5-yl)-butan-1-ol). As a reaction SMILES: C(OC(=O)[NH:7][C@H:8]([CH:11]([C:13]1[O:17][N:16]=[C:15]([CH2:18][CH3:19])[N:14]=1)[OH:12])[CH2:9][CH3:10])(C)(C)C.FC(F)(F)C(O)=O>ClCCl.C1(C)C=CC=CC=1>[NH2:7][CH:8]([CH2:9][CH3:10])[C@@H:11]([C:13]1[O:17][N:16]=[C:15]([CH2:18][CH3:19])[N:14]=1)[OH:12]. Procedure details: A solution of {(S)-1-[(3-ethyl-1,2,4-oxadiazol-5-yl)-hydroxy-methyl]-propyl}-carbamic acid tert-butyl ester (3.67 g, 12.87 mmol) in dichloromethane (50 mL) was treated with trifluoroacetic acid (10 mL) and the mixture was stirred at room temperature for 1 hour. The reaction mixture was diluted with toluene then evaporated under vacuum to dryness. The residue was dissolved in dichloromethane (75 mL) and the solution was treated with MP-Carbonate (3.3 mmol/g, 6.0 g). This mixture was stirred at ro... Starting materials: ClC1=C(C=CC(=C1)Cl)C=1N=C(C(=NC1CC)N[C@H]1[C@H](CC2=CC=CC=C12)O)CC ((1R,2S)-1-{[5-(2,4-dichlorophenyl)-3,6-diethylpyrazin-2-yl]amino}-2,3-dihydro-1H-inden-2-ol), BrC=1N=C(C(=NC1CC)N[C@H]1[C@H](CC2=CC=C(C=C12)OC)CC)CC (5-bromo-3,6-diethyl-N-[(cis)-2-ethyl-6-methoxy-2,3-dihydro-1H-inden-1-yl]pyrazin-2-amine). Reagents/catalysts: [Pd].C1(=CC=CC=C1)P(C1=CC=CC=C1)C1=CC=CC=C1.C1(=CC=CC=C1)P(C1=CC=CC=C1)C1=CC=CC=C1.C1(=CC=CC=C1)P(C1=CC=CC=C1)C1=CC=CC=C1.C1(=CC=CC=C1)P(C1=CC=CC=C1)C1=CC=CC=C1 (tetrakis(triphenylphosphine) palladium). Solvent: COCCOC (ethylene glycol dimethyl ether). Product: ClC1=C(C=CC(=C1)Cl)C=1N=C(C(=NC1CC)N[C@H]1[C@H](CC2=CC=C(C=C12)OC)CC)CC (5-(2,4-dichlorophenyl)-3,6-diethyl-N-[(cis)-2-ethyl-6-methoxy-2,3-dihydro-1H-inden-1-yl]pyrazin-2-amine). Reaction SMILES: [Cl:1][C:2]1[CH:7]=[C:6]([Cl:8])[CH:5]=[CH:4][C:3]=1[C:9]1[N:10]=[C:11]([CH2:28][CH3:29])[C:12]([NH:17][C@@H]2C3C(=CC=CC=3)C[C@@H]2O)=[N:13][C:14]=1[CH2:15][CH3:16].BrC1N=C(CC)C(N[C@@H:40]2[C:48]3[C:43](=[CH:44][CH:45]=[C:46]([O:49][CH3:50])[CH:47]=3)[CH2:42][C@@H:41]2[CH2:51][CH3:52])=NC=1CC>[Pd].C1(P(C2C=CC=CC=2)C2C=CC=CC=2)C=CC=CC=1.C1(P(C2C=CC=CC=2)C2C=CC=CC=2)C=CC=CC=1.C1(P(C2C=CC=CC=2)C2C=CC=CC=2)C=CC=CC=1.C1(P(C2C=CC=CC=2)C2C=CC=CC=2)C=CC=CC=1.COCCOC>[Cl:1][C:2]1[CH:7]=[C:6]([Cl:8])[CH:5]=[CH:4][C:3]=1[C:9]1[N:10]=[C:11]([CH2:28][CH3:29])[C:12]([NH:17][C@@H:40]2[C:48]3[C:43](=[CH:44][CH:45]=[C:46]([O:49][CH3:50])[CH:47]=3)[CH2:42][C@@H:41]2[CH2:51][CH3:52])=[N:13][C:14]=1[CH2:15][CH3:16] |f:2.3.4.5.6|. Reported procedure: Following the procedure for the preparation of (1R,2S)-1-{[5-(2,4-dichlorophenyl)-3,6-diethylpyrazin-2-yl]amino}-2,3-dihydro-1H-inden-2-ol but substituting 5-bromo-3,6-diethyl-N-[(cis)-2-ethyl-6-methoxy-2,3-dihydro-1H-inden-1-yl]pyrazin-2-amine, ethylene glycol dimethyl ether and tetrakis(triphenylphosphine) palladium and making non-critical variations provided the title compound as a oil: 1H NMR (CDCl3) δ 0.97, 1.22, 1.28, 2.52, 2.65, 2.75, 3.04, 3.81, 4.57, 5.87, 6.84, 6.98, 7.18, 7.34, 7.50; ... Reactants: CC(=O)NC(CO)(CO)CCc1ccc(OCc2ccccc2)cc1, CO, [Li+], C1CCOC1, [OH-], O. Product: NC(CO)(CO)CCc1ccc(OCc2ccccc2)cc1. Reaction SMILES: [CH2:1]([c:2]1[cH:3][cH:4][cH:5][cH:6][cH:7]1)[O:8][c:9]1[cH:10][cH:11][c:12]([CH2:15][CH2:16][C:17]([CH2:18][OH:19])([CH2:20][OH:21])[NH:22][C:23](=[O:24])[CH3:25])[cH:13][cH:14]1.[CH3:26][OH:27].[Li+:29].[O:31]1[CH2:32][CH2:33][CH2:34][CH2:35]1.[OH-:30].[OH2:28]>>[CH2:1]([c:2]1[cH:3][cH:4][cH:5][cH:6][cH:7]1)[O:8][c:9]1[cH:10][cH:11][c:12]([CH2:15][CH2:16][C:17]([CH2:18][OH:19])([CH2:20][OH:21])[NH2:22])[cH:13][cH:14]1. The reactants are [OH-].[Na+] (NaOH), NC1=C(C=C(C=N1)C1=CC=C(C=C1)NS(=O)(=O)C)OCC1=C(C=CC=C1)C#N (N-{4-[6-amino-5-(2-cyano-benzyloxy)-pyridin-3-yl]-phenyl)methanesulfonamide), C(CO)O (ethylene glycol). Reaction conditions: time 24 hour. The product is NC1=NC=C(C=C1OCC1=C(C(=O)O)C=CC=C1)C1=CC=C(C=C1)NS(=O)(=O)C (2-[2-Amino-5-(4-methanesulfonylamino-phenyl)-pyridin-3-yloxymethyl]-benzoic acid). Reaction SMILES: [OH-:1].[Na+].[NH2:3][C:4]1[N:9]=[CH:8][C:7]([C:10]2[CH:15]=[CH:14][C:13]([NH:16][S:17]([CH3:20])(=[O:19])=[O:18])=[CH:12][CH:11]=2)=[CH:6][C:5]=1[O:21][CH2:22][C:23]1C=[CH:27][CH:26]=[CH:25][C:24]=1C#N.[CH2:31]([OH:34])[CH2:32]O>>[NH2:3][C:4]1[C:5]([O:21][CH2:22][C:23]2[CH:24]=[CH:25][CH:26]=[CH:27][C:32]=2[C:31]([OH:34])=[O:1])=[CH:6][C:7]([C:10]2[CH:15]=[CH:14][C:13]([NH:16][S:17]([CH3:20])(=[O:19])=[O:18])=[CH:12][CH:11]=2)=[CH:8][N:9]=1 |f:0.1|. Procedure details: 10% NaOH solution (25 mL) was added to N-{4-[6-amino-5-(2-cyano-benzyloxy)-pyridin-3-yl]-phenyl)methanesulfonamide (Example I-135, 650 mg, 1.65 mmol) in ethylene glycol (55 mL). The mixture was heated to reflux and allowed to stir for 24 hr. The reaction was cooled to room temperature. Most of the solvent was evaporated and the mixture was acidified. The precipitated solid was filtered out to afford 2-[2-Amino-5-(4-methanesulfonylamino-phenyl)-pyridin-3-yloxymethyl]-benzoic acid as light brown s... Starting materials: O=S(=O)(Nc1cc(Br)cnc1Cl)N1CCOCC1, N=C(c1ccccc1)c1ccccc1, Cc1ccccc1, CC(C)(C)[O-], [Na+], O=C(C=Cc1ccccc1)C=Cc1ccccc1, O=C(C=Cc1ccccc1)C=Cc1ccccc1, O=C(C=Cc1ccccc1)C=Cc1ccccc1, [Pd], [Pd], CC1(C)c2cccc(P(c3ccccc3)c3ccccc3)c2Oc2c(P(c3ccccc3)c3ccccc3)cccc21. Product: O=S(=O)(Nc1cc(N=C(c2ccccc2)c2ccccc2)cnc1Cl)N1CCOCC1. As a reaction SMILES: [Br:1][c:2]1[cH:3][c:4]([NH:9][S:10](=[O:11])(=[O:12])[N:13]2[CH2:14][CH2:15][O:16][CH2:17][CH2:18]2)[c:5]([Cl:8])[n:6][cH:7]1.[C:67]([c:68]1[cH:69][cH:70][cH:71][cH:72][cH:73]1)([c:74]1[cH:75][cH:76][cH:77][cH:78][cH:79]1)=[NH:80].[CH3:137][c:138]1[cH:139][cH:140][cH:141][cH:142][cH:143]1.[CH3:61][C:62]([CH3:63])([O-:64])[CH3:65].[Na+:66].[O:101]=[C:102]([CH:103]=[CH:104][c:105]1[cH:106][cH:107][cH:108][cH:109][cH:110]1)[CH:111]=[CH:112][c:113]1[cH:114][cH:115][cH:116][cH:117][cH:118]1.[O:119]=[C:120]([CH:121]=[CH:122][c:123]1[cH:124][cH:125][cH:126][cH:127][cH:128]1)[CH:129]=[CH:130][c:131]1[cH:132][cH:133][cH:134][cH:135][cH:136]1.[O:83]=[C:84]([CH:85]=[CH:86][c:87]1[cH:88][cH:89][cH:90][cH:91][cH:92]1)[CH:93]=[CH:94][c:95]1[cH:96][cH:97][cH:98][cH:99][cH:100]1.[Pd:81].[Pd:82].[c:19]1([P:20]([c:21]2[cH:22][cH:23][cH:24][cH:25][cH:26]2)[c:27]2[c:28]3[c:52]([cH:53][cH:54][cH:55]2)[C:49]([CH3:50])([CH3:51])[c:31]2[c:30]([c:35]([P:36]([c:37]4[cH:38][cH:39][cH:40][cH:41][cH:42]4)[c:43]4[cH:44][cH:45][cH:46][cH:47][cH:48]4)[cH:34][cH:33][cH:32]2)[O:29]3)[cH:56][cH:57][cH:58][cH:59][cH:60]1>>[c:2]1([N:80]=[C:67]([c:68]2[cH:69][cH:70][cH:71][cH:72][cH:73]2)[c:74]2[cH:75][cH:76][cH:77][cH:78][cH:79]2)[cH:3][c:4]([NH:9][S:10](=[O:11])(=[O:12])[N:13]2[CH2:14][CH2:15][O:16][CH2:17][CH2:18]2)[c:5]([Cl:8])[n:6][cH:7]1.